Dataset: the Open Reaction Database (ORD), a public repository of structured organic reaction records. Task: describe an organic reaction: reactants, conditions, products, and yield The reactants are ClC1=C(C(=CC=C1OC)Cl)N=C=O (2,6-dichloro-3-methoxyphenylisocyanate), CNC1=NC=NC(=C1)NC1=CC=C(C=C1)N1CCN(CC1)C (N-methyl-N′-[4-(4-methyl-piperazin-1-yl)-phenyl]-pyrimidine-4,6-diamine), crude product. Solvent: C1(=CC=CC=C1)C (toluene). Run at temperature 110 celsius, time 17 hour. Product: ClC1=C(C(=CC=C1OC)Cl)NC(N(C1=NC=NC(=C1)NC1=CC=C(C=C1)N1CCN(CC1)C)C)=O (3-(2,6-Dichloro-3-methoxy-phenyl)-1-methyl-1-{6-[4-(4-methyl-piperazin-1-yl)-phenylamino]-pyrimidin-4-yl}-urea). Reaction SMILES: [Cl:1][C:2]1[C:7]([O:8][CH3:9])=[CH:6][CH:5]=[C:4]([Cl:10])[C:3]=1[N:11]=[C:12]=[O:13].[CH3:14][NH:15][C:16]1[CH:21]=[C:20]([NH:22][C:23]2[CH:28]=[CH:27][C:26]([N:29]3[CH2:34][CH2:33][N:32]([CH3:35])[CH2:31][CH2:30]3)=[CH:25][CH:24]=2)[N:19]=[CH:18][N:17]=1>C1(C)C=CC=CC=1>[Cl:1][C:2]1[C:7]([O:8][CH3:9])=[CH:6][CH:5]=[C:4]([Cl:10])[C:3]=1[NH:11][C:12](=[O:13])[N:15]([CH3:14])[C:16]1[CH:21]=[C:20]([NH:22][C:23]2[CH:28]=[CH:27][C:26]([N:29]3[CH2:34][CH2:33][N:32]([CH3:35])[CH2:31][CH2:30]3)=[CH:25][CH:24]=2)[N:19]=[CH:18][N:17]=1. Procedure details: To a solution of 2,6-dichloro-3-methoxyphenylisocyanate (preparation 1, 52.3 mg, 0.24 mmol, 1.2 eq.) in toluene (2.5 ml) is added N-methyl-N′-[4-(4-methyl-piperazin-1-yl)-phenyl]-pyrimidine-4,6-diamine (59.7 mg, 0.2 mmol, 1.0 eq.). The obtained suspension is stirred under argon at 110° C. for 17 h. After cooling the crude product is filtered off und purified by flash chromatography (100% DCM to 5% MeOH in DCM within 35 min). Fractions containing the product are pooled and evaporated to dryness. ...